This data is from the Open Reaction Database (ORD), a public repository of structured organic reaction records. The task is: describe an organic reaction: reactants, conditions, products, and yield Starting materials: ClC(C(=O)OCC)CC1=CC=C(C=C1)OCC(C)(C1=CC=CC=C1)C (ethyl 2-chloro-3-[4-(2-methyl-2-phenylpropyloxy)phenyl]propionate), NC(=S)N (thiourea), S1(=O)(=O)CCCC1 (sulfolane), 2, N-sulfuric acid, Cl (HCl). Solvent: O (water). Conditions: temperature 110 celsius. Product: CC(COC1=CC=C(CC2C(NC(S2)=O)=O)C=C1)(C)C1=CC=CC=C1 (5-[4-(2-methyl-2-phenylpropyloxy)benzyl]thiazolidine-2,4-dione). Reaction SMILES: Cl[CH:2]([CH2:8][C:9]1[CH:14]=[CH:13][C:12]([O:15][CH2:16][C:17]([CH3:25])([C:19]2[CH:24]=[CH:23][CH:22]=[CH:21][CH:20]=2)[CH3:18])=[CH:11][CH:10]=1)[C:3]([O:5]CC)=O.[NH2:26][C:27](N)=[S:28].S1(CCCC1)(=O)=[O:31].Cl>O>[CH3:25][C:17]([C:19]1[CH:20]=[CH:21][CH:22]=[CH:23][CH:24]=1)([CH3:18])[CH2:16][O:15][C:12]1[CH:11]=[CH:10][C:9]([CH2:8][CH:2]2[S:28][C:27](=[O:31])[NH:26][C:3]2=[O:5])=[CH:14][CH:13]=1. Procedure: A mixture of 27 g of ethyl 2-chloro-3-[4-(2-methyl-2-phenylpropyloxy)phenyl]propionate, 11 g of thiourea and 60 ml of sulfolane is heated at 110° C. for 6 hours and, then, boiled with 10 ml of 2 N-sulfuric acid (or 2 ml of 6 N-HCl) for 16 hours. After cooling, 1 l of water is added and the oil is separated and allowed to stand for a while, whereupon crystals separate out. These crystals are recrystallized from benzene-ligroin. By the above procedure is obtained 19.9 g of 5-[4-(2-methyl-2-phenylp... Starting materials: CCN, CO, CCOC(=O)c1cc(-c2ccc(OC)cc2)nn(CC2CCCC2)c1=O. Yields the product CCNC(=O)c1cc(-c2ccc(OC)cc2)nn(CC2CCCC2)c1=O. RXN SMILES: [CH3:27][CH2:28][NH2:29].[CH3:30][OH:31].[CH:1]1([CH2:6][n:7]2[n:8][c:9](-[c:19]3[cH:20][cH:21][c:22]([O:25][CH3:26])[cH:23][cH:24]3)[cH:10][c:11]([C:14](=[O:15])[O:16][CH2:17][CH3:18])[c:12]2=[O:13])[CH2:2][CH2:3][CH2:4][CH2:5]1>>[CH:1]1([CH2:6][n:7]2[n:8][c:9](-[c:19]3[cH:20][cH:21][c:22]([O:25][CH3:26])[cH:23][cH:24]3)[cH:10][c:11]([C:14](=[O:15])[NH:29][CH2:28][CH3:27])[c:12]2=[O:13])[CH2:2][CH2:3][CH2:4][CH2:5]1. The reactants are C(CCC#C)(=O)O (4-pentynoic acid), C1CCC(CC1)N=C=NC2CCCCC2 (DCC), O[C@](CI)(C([C@H](CC(C)C)NC(=O)[C@H](CC1=CC=CC=C1)NC([C@H](CC(C)C)NC([C@H](CCC1=CC=CC=C1)NC(CN1CCOCC1)=O)=O)=O)=O)C ((2S)—N—((S)-1-((2S,4S)-2-hydroxy-1-iodo-2,6-dimethyl-3-oxoheptan-4-ylcarbamoyl)-2-phenylethyl)-2-((S)-2-(2-morpholinoacetamido)-4-phenylbutanamido)-4-methylpentanamide). The reagents and catalysts are CN(C)C=1C=CN=CC1 (DMAP). Solvent: CN(C)C=O (DMF), CCOC(=O)C (EtOAc). Conditions: time 16 hour. Product: C(CCC#C)(=O)O[C@@](C([C@@H](NC([C@@H](NC([C@@H](NC([C@@H](NC(CN1CCOCC1)=O)CCC1=CC=CC=C1)=O)CC(C)C)=O)CC1=CC=CC=C1)=O)CC(C)C)=O)(CI)C ((4S,7S,10S,13S,15S)-10-benzyl-16-iodo-7,13-diisobutyl-15-methyl-1-morpholino-2,5,8,11,14-pentaoxo-4-phenethyl-3,6,9,12-tetraazahexadecan-15-yl pent-4-ynoate). Yield: 41.8%. Reaction SMILES: [OH:1][C@@:2]([CH3:53])([C:5](=[O:52])[C@@H:6]([NH:11][C:12]([C@@H:14]([NH:22][C:23](=[O:51])[C@@H:24]([NH:29][C:30](=[O:50])[C@@H:31]([NH:40][C:41](=[O:49])[CH2:42][N:43]1[CH2:48][CH2:47][O:46][CH2:45][CH2:44]1)[CH2:32][CH2:33][C:34]1[CH:39]=[CH:38][CH:37]=[CH:36][CH:35]=1)[CH2:25][CH:26]([CH3:28])[CH3:27])[CH2:15][C:16]1[CH:21]=[CH:20][CH:19]=[CH:18][CH:17]=1)=[O:13])[CH2:7][CH:8]([CH3:10])[CH3:9])[CH2:3][I:4].[C:54](O)(=[O:59])[CH2:55][CH2:56][C:57]#[CH:58].C1CCC(N=C=NC2CCCCC2)CC1>CN(C=O)C.CN(C1C=CN=CC=1)C.CCOC(C)=O>[C:54]([O:1][C@:2]([CH3:53])([CH2:3][I:4])[C:5](=[O:52])[C@H:6]([CH2:7][CH:8]([CH3:9])[CH3:10])[NH:11][C:12](=[O:13])[C@H:14]([CH2:15][C:16]1[CH:17]=[CH:18][CH:19]=[CH:20][CH:21]=1)[NH:22][C:23](=[O:51])[C@H:24]([CH2:25][CH:26]([CH3:27])[CH3:28])[NH:29][C:30](=[O:50])[C@H:31]([CH2:32][CH2:33][C:34]1[CH:35]=[CH:36][CH:37]=[CH:38][CH:39]=1)[NH:40][C:41](=[O:49])[CH2:42][N:43]1[CH2:44][CH2:45][O:46][CH2:47][CH2:48]1)(=[O:59])[CH2:55][CH2:56][C:57]#[CH:58]. Procedure: (2S)—N—((S)-1-((2S,4S)-2-hydroxy-1-iodo-2,6-dimethyl-3-oxoheptan-4-ylcarbamoyl)-2-phenylethyl)-2-((S)-2-(2-morpholinoacetamido)-4-phenylbutanamido)-4-methylpentanamide (1.18 g, 1.39 mmol) was dissolved in DMF. DMAP (19.2 mg, 0.139 mmol), 4-pentynoic acid (205 mg, 2.09 mmol) and DCC (430 mg, 2.09 mmol) were added. The mixture was stirred at room temperature for 16 hours and then diluted with 200 mL EtOAc. The organic phase was washed with 1N HCl (50 ml), brine (50 mL), and saturated NaHCO3 soluti... Reactants: [BH4-], C1CCOC1, CO, Cn1ccnc1-c1cc2nccc(Oc3ccc([N+](=O)[O-])cc3F)c2s1, [Na+]. Yields the product Cn1ccnc1-c1cc2nccc(Oc3ccc(N)cc3F)c2s1. RXN SMILES: [BH4-:27].[CH2:31]1[O:32][CH2:33][CH2:34][CH2:35]1.[CH3:29][OH:30].[F:1][c:2]1[c:3]([O:4][c:5]2[c:6]3[c:7]([n:8][cH:9][cH:10]2)[cH:11][c:12](-[c:14]2[n:15]([CH3:19])[cH:16][cH:17][n:18]2)[s:13]3)[cH:20][cH:21][c:22]([N+:24]([O-:25])=[O:26])[cH:23]1.[Na+:28]>>[F:1][c:2]1[c:3]([O:4][c:5]2[c:6]3[c:7]([n:8][cH:9][cH:10]2)[cH:11][c:12](-[c:14]2[n:15]([CH3:19])[cH:16][cH:17][n:18]2)[s:13]3)[cH:20][cH:21][c:22]([NH2:24])[cH:23]1.